describe an organic reaction: reactants, conditions, products, and yield From a dataset of the Open Reaction Database (ORD), a public repository of structured organic reaction records. The reactants are BrCC(=O)N (2-bromoacetamide), CN(C)C=O (DMF), C([O-])([O-])=O.[Cs+].[Cs+] (cesium carbonate), OC1=CC(=C(C(=O)OC)C=C1)OC (methyl 4-hydroxy-2-methoxybenzoate). The solvent is C(Cl)Cl (DCM). Conditions: temperature 85 celsius. The product is NC(COC1=CC(=C(C(=O)OC)C=C1)OC)=O (methyl 4-(2-amino-2-oxoethoxy)-2-methoxybenzoate). Yield: 91.4%. RXN SMILES: Br[CH2:2][C:3]([NH2:5])=[O:4].CN(C=O)C.C(=O)([O-])[O-].[Cs+].[Cs+].[OH:17][C:18]1[CH:27]=[CH:26][C:21]([C:22]([O:24][CH3:25])=[O:23])=[C:20]([O:28][CH3:29])[CH:19]=1>C(Cl)Cl>[NH2:5][C:3](=[O:4])[CH2:2][O:17][C:18]1[CH:27]=[CH:26][C:21]([C:22]([O:24][CH3:25])=[O:23])=[C:20]([O:28][CH3:29])[CH:19]=1 |f:2.3.4|. Reported procedure: To a sealed tube was added 2-bromoacetamide (2.272 g, 16.47 mmol), DMF (50 mL), cesium carbonate (7.15 g, 21.96 mmol) and methyl 4-hydroxy-2-methoxybenzoate (1.00 g, 5.49 mmol). The tube was sealed and heated for 16 hours at 85° C. The reaction mixture was diluted with DCM, washed sequentially with 10 mL of 1M HCl, water, and brine. The solution was dried over sodium sulfate, filtered and the solvent removed to give 1.2 grams of methyl 4-(2-amino-2-oxoethoxy)-2-methoxybenzoate (78% yield) as a y... The reactants are COC(C=CC1=CC(=CC=C1)C#N)=O (3-(3-Cyano-phenyl)-acrylic acid methyl ester), Cl (HCl). Reagents/catalysts: [Pd] (palladium on carbon). Run in CO (MeOH). Run at time 65 hour. Yields the product Cl.COC(CCC1=CC(=CC=C1)CN)=O (3-(3-Aminomethyl-phenyl)-propionic acid methyl ester hydrochloride salt). RXN SMILES: [CH3:1][O:2][C:3](=[O:14])[CH:4]=[CH:5][C:6]1[CH:11]=[CH:10][CH:9]=[C:8]([C:12]#[N:13])[CH:7]=1.[ClH:15]>[Pd].CO>[ClH:15].[CH3:1][O:2][C:3](=[O:14])[CH2:4][CH2:5][C:6]1[CH:11]=[CH:10][CH:9]=[C:8]([CH2:12][NH2:13])[CH:7]=1 |f:4.5|. Procedure details: A mixture of 3-(3-cyano-phenyl)-acrylic acid methyl ester of Step B (1.37 g, 7.32 mmol), 10% palladium on carbon (1.0 g), and HCl (4N in dioxane, 3 mL) in MeOH (50 mL) was hydrogenated on a Parr shaker at 50 psi for 65 h. The catalyst was removed by filtration through Celite and the solution was concentrated to provide the title compound (1.97 g). 1H NMR (400 MHz, CD3OD) δ 7.35-7.24 (m, 4H), 4.06 (s, 2H), 3.60 (s, 3H), 2.92 (t, 2H), 2.64 (t, 2H).